From a dataset of the Open Reaction Database (ORD), a public repository of structured organic reaction records. describe an organic reaction: reactants, conditions, products, and yield Reactants: O (water), ClC1=CC=C(C=CCCl)C=C1 (p-chlorocinnamyl chloride), NC1=NC=CC=C1N (2,3-diaminopyridine), C([O-])([O-])=O.[K+].[K+] (potassium carbonate). Solvent: CN(C=O)C (dimethylformamide). Reaction conditions: time 50 hour. The product is NC1=NC=CC=C1NCC=CC1=CC=C(C=C1)Cl (2-Amino-3-(4-Chlorocinnamylamino)Pyridine). Isolated yield 42.2%. As a reaction SMILES: [Cl:1][C:2]1[CH:11]=[CH:10][C:5]([CH:6]=[CH:7][CH2:8]Cl)=[CH:4][CH:3]=1.[NH2:12][C:13]1[C:18]([NH2:19])=[CH:17][CH:16]=[CH:15][N:14]=1.C(=O)([O-])[O-].[K+].[K+].O>CN(C)C=O>[NH2:12][C:13]1[C:18]([NH:19][CH2:8][CH:7]=[CH:6][C:5]2[CH:10]=[CH:11][C:2]([Cl:1])=[CH:3][CH:4]=2)=[CH:17][CH:16]=[CH:15][N:14]=1 |f:2.3.4|. Procedure details: 7.71 g of p-chlorocinnamyl chloride and 13.5 g of 2,3-diaminopyridine were dissolved in 220 ml of dimethylformamide, and to the solution was added 8.6 g of potassium carbonate, and the mixture was stirred at a room temperature for 50 hours, and after adding 300 ml of water, extracted twice with 200 ml of chloroform. The extract was dried over magnesium sulfate and concentrated under a reduced pressure, and resulting residue was applied to a silica gel column and eluted with chloroform/methanol (... Starting materials: O=C1N(CC(C1)C1=CC=CC=C1)CC(=O)OC (methyl 2-oxo-4-phenylpyrrolidineacetate), C(C)(C)N(CCCN)C(C)C (3-(diisopropylamino)propylamine). The product is CC(C)N(CCCNC(CN1C(CC(C1)C1=CC=CC=C1)=O)=O)C(C)C (N-[3-[bis(1-methylethyl)amino]propyl]-2-oxo-4-phenyl-1-pyrrolidineacetamide). As a reaction SMILES: [O:1]=[C:2]1[CH2:6][CH:5]([C:7]2[CH:12]=[CH:11][CH:10]=[CH:9][CH:8]=2)[CH2:4][N:3]1[CH2:13][C:14]([O:16]C)=O.[CH:18]([N:21]([CH:26]([CH3:28])[CH3:27])[CH2:22][CH2:23][CH2:24][NH2:25])([CH3:20])[CH3:19]>>[CH3:20][CH:18]([N:21]([CH:26]([CH3:28])[CH3:27])[CH2:22][CH2:23][CH2:24][NH:25][C:14](=[O:16])[CH2:13][N:3]1[CH2:4][CH:5]([C:7]2[CH:8]=[CH:9][CH:10]=[CH:11][CH:12]=2)[CH2:6][C:2]1=[O:1])[CH3:19]. Reported procedure: From 6.2 g. of methyl 2-oxo-4-phenylpyrrolidineacetate and 8.0 g. of 3-(diisopropylamino)propylamine [J.A.C.S. 65, 2012 (1943)], following the procedure of Example 1, there is obtained N-[3-[bis(1-methylethyl)amino]propyl]-2-oxo-4-phenyl-1-pyrrolidineacetamide in pure form as an oil, without need for distillation. Reactants: Clc1cccs1, O=S(=O)(O)Cl. The product is O=S(=O)(Cl)c1ccc(Cl)s1. Reaction SMILES: [Cl:1][c:2]1[s:3][cH:4][cH:5][cH:6]1.[Cl:7][S:8](=[O:9])(=[O:10])[OH:11]>>[Cl:1][c:2]1[s:3][c:4]([S:8]([Cl:7])(=[O:9])=[O:10])[cH:5][cH:6]1. The reactants are C(C)O (ethanol), C(C)(C)(C)C=1C(C(=CC(C1)=NC1=CC=C(C=C1)C(=O)O)C(C)(C)C)=O (2,6-di(tertiary-butyl)-4-(4'-carboxyphenylimino)-2,5-cyclohexadien-1-one), C([O-])([O-])=O.[K+].[K+] (potassium carbonate). Reagents/catalysts: [Pd] (palladium on charcoal). Run in O (water). The product is C(C)(C)(C)C=1C=C(NC2=CC=C(C(=O)O)C=C2)C=C(C1O)C(C)(C)C (4-[3,5-di(tertiary-butyl)-4-hydroxyanilino]benzoic acid). RXN SMILES: C(O)C.[C:4]([C:8]1[C:9](=[O:28])[C:10]([C:24]([CH3:27])([CH3:26])[CH3:25])=[CH:11][C:12](=[N:14][C:15]2[CH:20]=[CH:19][C:18]([C:21]([OH:23])=[O:22])=[CH:17][CH:16]=2)[CH:13]=1)([CH3:7])([CH3:6])[CH3:5].C(=O)([O-])[O-].[K+].[K+]>[Pd].O>[C:4]([C:8]1[CH:13]=[C:12]([CH:11]=[C:10]([C:24]([CH3:27])([CH3:26])[CH3:25])[C:9]=1[OH:28])[NH:14][C:15]1[CH:16]=[CH:17][C:18]([C:21]([OH:23])=[O:22])=[CH:19][CH:20]=1)([CH3:7])([CH3:6])[CH3:5] |f:2.3.4|. Procedure: To a mixture of 200 ml of ethanol and 25.0 g (0.0736 mole) of 2,6-di(tertiary-butyl)-4-(4'-carboxyphenylimino)-2,5-cyclohexadien-1-one and 12 g (0.087 mole) of potassium carbonate warmed on a steam bath was added 1.0 g of palladium on charcoal. The mixture was reduced using a Paar apparatus for 2 hours. The mixture was diluted with 300 ml of water, filtered through celite, and the filtrate acidified with 6N hydrochloric acid. The yellow solid precipitate was collected by filtration to provide 4-... Reactants: C1CCOC1, CC(C)(C)c1cc(NC(=O)Oc2ccccc2)n(-c2cccc(OCCCO)c2)n1, Nc1ccc(Oc2ccncc2)cc1. Product: CC(C)(C)c1cc(NC(=O)Nc2ccc(Oc3ccncc3)cc2)n(-c2cccc(OCCCO)c2)n1. RXN SMILES: [CH2:45]1[O:46][CH2:47][CH2:48][CH2:49]1.[c:1]1([O:2][C:8]([NH:9][c:10]2[n:11](-[c:19]3[cH:20][c:21]([O:25][CH2:26][CH2:27][CH2:28][OH:29])[cH:22][cH:23][cH:24]3)[n:12][c:13]([C:15]([CH3:16])([CH3:17])[CH3:18])[cH:14]2)=[O:30])[cH:3][cH:4][cH:5][cH:6][cH:7]1.[n:31]1[cH:32][cH:33][c:34]([O:37][c:38]2[cH:39][cH:40][c:41]([NH2:44])[cH:42][cH:43]2)[cH:35][cH:36]1>>[C:8]([NH:9][c:10]1[n:11](-[c:19]2[cH:20][c:21]([O:25][CH2:26][CH2:27][CH2:28][OH:29])[cH:22][cH:23][cH:24]2)[n:12][c:13]([C:15]([CH3:16])([CH3:17])[CH3:18])[cH:14]1)(=[O:30])[NH:44][c:41]1[cH:40][cH:39][c:38]([O:37][c:34]2[cH:33][cH:32][n:31][cH:36][cH:35]2)[cH:43][cH:42]1.